This data is from the Open Reaction Database (ORD), a public repository of structured organic reaction records. The task is: describe an organic reaction: reactants, conditions, products, and yield The reactants are CN(C)CCN, CCOCC, CCOC(C)=O, [F-], Nc1ccc(S(=O)(=O)O)cc1. Product: CN(C)CCNS(=O)(=O)c1ccc(N)cc1. Reaction SMILES: [CH3:13][N:14]([CH2:15][CH2:16][NH2:17])[CH3:18].[CH3:19][CH2:20][O:21][CH2:22][CH3:23].[CH3:24][CH2:25][O:26][C:27](=[O:28])[CH3:29].[F-:1].[S:2](=[O:3])([c:4]1[cH:5][cH:6][c:7]([NH2:10])[cH:8][cH:9]1)(=[O:11])[OH:12]>>[S:2]([c:4]1[cH:5][cH:6][c:7]([NH2:10])[cH:8][cH:9]1)(=[O:11])(=[O:12])[NH:17][CH2:16][CH2:15][N:14]([CH3:13])[CH3:18].